Dataset: the Open Reaction Database (ORD), a public repository of structured organic reaction records. Task: describe an organic reaction: reactants, conditions, products, and yield Starting materials: S1C(=CC=C1)C1=NNC(=N1)N (3-(2-thienyl)-1H-1,2,4-triazole-5-amine), C(#N)C(=CC1=CC=C(C#N)C=C1)C(C)=O (4-(2-cyano-3-oxobut-1-en-1-yl)benzonitrile), C([O-])(O)=O.[Na+] (sodium bicarbonate). The solvent is CN(C)C=O (DMF). Reaction conditions: temperature 55 celsius, time 12 hour. The product is C(#N)C1=CC=C(C=C1)C1C(=C(NC=2N1N=C(N2)C=2SC=CC2)C)C#N ((rac)-7-(4-Cyanophenyl)-5-methyl-2-thiophen-2-yl-4,7-dihydro[1,2,4]triazolo[1,5-a]pyrimidine-6-carbonitrile). As a reaction SMILES: [S:1]1[CH:5]=[CH:4][CH:3]=[C:2]1[C:6]1[N:10]=[C:9]([NH2:11])[NH:8][N:7]=1.[C:12]([C:14]([C:24](=O)[CH3:25])=[CH:15][C:16]1[CH:23]=[CH:22][C:19]([C:20]#[N:21])=[CH:18][CH:17]=1)#[N:13].C(=O)(O)[O-].[Na+]>CN(C=O)C>[C:20]([C:19]1[CH:22]=[CH:23][C:16]([CH:15]2[N:8]3[N:7]=[C:6]([C:2]4[S:1][CH:5]=[CH:4][CH:3]=4)[N:10]=[C:9]3[NH:11][C:24]([CH3:25])=[C:14]2[C:12]#[N:13])=[CH:17][CH:18]=1)#[N:21] |f:2.3|. Procedure: Under an atmosphere of argon, 3-(2-thienyl)-1H-1,2,4-triazole-5-amine (318 mg, 1.9 mmol) and 4-(2-cyano-3-oxobut-1-en-1-yl)benzonitrile (300 mg, 1.5 mmol, 0.8 eq.) were dissolved in DMF (3 ml), and solid sodium bicarbonate (803 mg, 9.6 mmol, 5 eq.) was added. The mixture was stirred at 55° C. for 12 h. The mixture was then filtered, and the DMF from the filtrate was distilled off under reduced pressure. The residue was purified by preparative HPLC (Kromasil C18 column, 30×250 mm; mobile phase: a... The reactants are Cl.C(N)(=O)C1=CC=[N+](C=C1)C1=C(C=C(C=C1)[N+](=O)[O-])[N+](=O)[O-] (4-Carbamoyl-1-(2,4-dinitro-phenyl)-pyridinium hydrochloride), NC1=CC=CC=C1 (aniline). Run in CO (methanol). Conditions: time 4 day. The product is Cl.C(N)(=O)C1=CC=[N+](C=C1)C1=CC=CC=C1 (4-Carbamoyl-1-phenyl-pyridinium hydrochloride). Isolated yield 125.7%. RXN SMILES: [ClH:1].[C:2]([C:5]1[CH:10]=[CH:9][N+:8]([C:11]2[CH:16]=[CH:15][C:14]([N+]([O-])=O)=[CH:13][C:12]=2[N+]([O-])=O)=[CH:7][CH:6]=1)(=[O:4])[NH2:3].NC1C=CC=CC=1>CO>[ClH:1].[C:2]([C:5]1[CH:6]=[CH:7][N+:8]([C:11]2[CH:12]=[CH:13][CH:14]=[CH:15][CH:16]=2)=[CH:9][CH:10]=1)(=[O:4])[NH2:3] |f:0.1,4.5|. Procedure: A suspension of 30.0 g 4-Carbamoyl-1-(2,4-dinitro-phenyl)-pyridinium hydrochloride and 22.4 g aniline in 600 ml methanol was stirred at room temperature for four days. The suspension was warmed to 55° C. and stirred at this temperature for one hour. The resulting solution was cooled and the solvent removed in vacuo. The resulting residue was suspended in 300 ml propan-2-one and stirred at room temperature. The insoluble residue was filtered and dried in vacuo to obtain 27.3 g 4-Carbamoyl-1-pheny... Reaction SMILES: [C:1]([O:5][C:6]([N:8]1[CH2:13][CH2:12][CH:11](/[CH:14]=[CH:15]/[C:16]2[CH:24]=[C:23]3[C:19]([C:20]([CH:25]4[CH2:30][CH2:29][N:28]([CH2:31][C:32]([O:34][C:35]([CH3:38])([CH3:37])[CH3:36])=[O:33])[CH2:27][CH2:26]4)=[N:21][NH:22]3)=[CH:18][CH:17]=2)[CH2:10][CH2:9]1)=[O:7])([CH3:4])([CH3:3])[CH3:2]>C(O)C.[Pd]>[C:1]([O:5][C:6]([N:8]1[CH2:13][CH2:12][CH:11]([CH2:14][CH2:15][C:16]2[CH:24]=[C:23]3[C:19]([C:20]([CH:25]4[CH2:26][CH2:27][N:28]([CH2:31][C:32]([O:34][C:35]([CH3:38])([CH3:37])[CH3:36])=[O:33])[CH2:29][CH2:30]4)=[N:21][NH:22]3)=[CH:18][CH:17]=2)[CH2:10][CH2:9]1)=[O:7])([CH3:4])([CH3:3])[CH3:2]. Run in C(C)O (ethanol). Isolated yield 94.9%. Starting materials: C(C)(C)(C)OC(=O)N1CCC(CC1)\C=C\C1=CC=C2C(=NNC2=C1)C1CCN(CC1)CC(=O)OC(C)(C)C (4-{2-[3-(1-tert-butoxycarbonylmethyl-piperidin-4-yl)-1H-indazol-6-yl]-(E)-vinyl}-piperidine-1-carboxylic acid tert-butyl ester). Yields the product C(C)(C)(C)OC(=O)N1CCC(CC1)CCC1=CC=C2C(=NNC2=C1)C1CCN(CC1)CC(=O)OC(C)(C)C (4-{2-[3-(1-tert-Butoxycarbonylmethyl-piperidin-4-yl)-1H-indazol-6-yl]-ethyl}-piperidine-1-carboxylic acid tert-butyl ester). The reagents and catalysts are [Pd] (palladium on carbon). Reported procedure: A solution of 4-{2-[3-(1-tert-butoxycarbonylmethyl-piperidin-4-yl)-1H-indazol-6-yl]-(E)-vinyl}-piperidine-1-carboxylic acid tert-butyl ester (0.84 g, 1.60 mmol) in ethanol (80 ml) was hydrogenated over palladium on carbon (10%, 0.14 g) for 4 h. The catalyst was filtered off and the filtrate was evaporated in vacuo to give the title compound as an ivory solid (0.80 g, 95%). The reactants are C(CCCCC(=O)O)(=O)O (adipic acid), N(CCO)CCO (diethanolamine). The solvent is O (water), O (water). The product is N(CCO)CCO.C(CCCCC(=O)O)(=O)O (DIETHANOLAMINE ADIPIC ACID). RXN SMILES: [C:1]([OH:10])(=[O:9])[CH2:2][CH2:3][CH2:4][CH2:5][C:6]([OH:8])=[O:7].[NH:11]([CH2:15][CH2:16][OH:17])[CH2:12][CH2:13][OH:14]>O>[NH:11]([CH2:15][CH2:16][OH:17])[CH2:12][CH2:13][OH:14].[C:1]([OH:10])(=[O:9])[CH2:2][CH2:3][CH2:4][CH2:5][C:6]([OH:8])=[O:7] |f:3.4|. Reported procedure: Equimolar amounts of adipic acid and diethanolamine were heated and stirred in a closed reaction flask. Dry nitrogen was constantly bubbled through the reaction mixture to remove water vapor, which was condensed and collected in a Barrett trap. When about 1.1 to 1.5 moles of water (based on 1 mole of adipic acid and 1 mole of diethanolamine) had been collected, the reaction was stopped by cooling the mixture. The resulting condensate was diluted with water and used in the examples below. The reactants are Cl (hydrochloric acid), C(C)(=O)NC=1C=CC2=C(C(C3=C(OC2)C=CC(=C3)OC)=O)C1 (9-acetamido-2-methoxy-6,11-dihydrodibenz[b,e]oxepin-11-one), Example 10. The solvent is CO (methanol). Product: NC=1C=CC2=C(C(C3=C(OC2)C=CC(=C3)OC)=O)C1 (9-amino-2-methoxy-6,11-dihydrodibenz[b,e]oxepin-11-one). Isolated yield 74.0%. Reaction SMILES: Cl.C([NH:5][C:6]1[CH:7]=[CH:8][C:9]2[CH2:15][O:14][C:13]3[CH:16]=[CH:17][C:18]([O:20][CH3:21])=[CH:19][C:12]=3[C:11](=[O:22])[C:10]=2[CH:23]=1)(=O)C>CO>[NH2:5][C:6]1[CH:7]=[CH:8][C:9]2[CH2:15][O:14][C:13]3[CH:16]=[CH:17][C:18]([O:20][CH3:21])=[CH:19][C:12]=3[C:11](=[O:22])[C:10]=2[CH:23]=1. Procedure: In a mixed solvent of concentrated hydrochloric acid (15 ml) and methanol (15 ml), 9-acetamido-2-methoxy-6,11-dihydrodibenz[b,e]oxepin-11-one obtained in Reference Example 10 (0.93 g, 3.1 mmol) was heated under reflux for one hour. After the reaction was completed, substantially the same procedure as in Reference Example 5 was repeated to give 9-amino-2-methoxy-6,11-dihydrodibenz[b,e]oxepin-11-one (yield: 74%). Reactants: CC=1C=C(C=C(C1)NC1=NC=CC(=N1)C(F)(F)F)C1=CN=C(S1)C1=CCC(CC1)C(=O)OCC (ethyl 4-[5-(3-methyl-5-{[4-(trifluoromethyl)pyrimidin-2-yl]amino}phenyl)-1,3-thiazol-2-yl]-cyclohex-3-ene-1-carboxylate). The solvent is C(C)O (ethanol). Reaction conditions: time 72 hour. Product: CC=1C=C(C=C(C1)NC1=NC=CC(=N1)C(F)(F)F)C1=CN=C(S1)C1CCC(CC1)C(=O)OCC (ethyl 4-[5-(3-methyl-5-{[4-(trifluoromethyl)-pyrimidin-2-yl]amino}phenyl)-1,3-thiazol-2-yl]cyclohexanecarboxylate). Isolated yield 480.0%. Reaction SMILES: [CH3:1][C:2]1[CH:3]=[C:4]([C:19]2[S:23][C:22]([C:24]3[CH2:29][CH2:28][CH:27]([C:30]([O:32][CH2:33][CH3:34])=[O:31])[CH2:26][CH:25]=3)=[N:21][CH:20]=2)[CH:5]=[C:6]([NH:8][C:9]2[N:14]=[C:13]([C:15]([F:18])([F:17])[F:16])[CH:12]=[CH:11][N:10]=2)[CH:7]=1>C(O)C>[CH3:1][C:2]1[CH:3]=[C:4]([C:19]2[S:23][C:22]([CH:24]3[CH2:29][CH2:28][CH:27]([C:30]([O:32][CH2:33][CH3:34])=[O:31])[CH2:26][CH2:25]3)=[N:21][CH:20]=2)[CH:5]=[C:6]([NH:8][C:9]2[N:14]=[C:13]([C:15]([F:18])([F:17])[F:16])[CH:12]=[CH:11][N:10]=2)[CH:7]=1. Reported procedure: To ethyl 4-[5-(3-methyl-5-{[4-(trifluoromethyl)pyrimidin-2-yl]amino}phenyl)-1,3-thiazol-2-yl]-cyclohex-3-ene-1-carboxylate (0.15 g, 0.31 mmol) was added ethanol (2 mL) and argon was bubbled through the solution for 5 minutes. The flask was then purged/filled with argon three times. 10% Palladium on carbon (0.33 mg) was added to the flask and the flask was purged/filled with argon three times. A hydrogen balloon was added to the top of the flask and the reaction was purged/filled with argon three... The reactants are C1(CC1)[C@H]1C[C@@H]2C(=NO[C@H]2C)CO1 ((3S,3aR,5R)-5-Cyclopropyl-3-methyl-3,3a,4,5-tetrahydro-7H-pyrano[3,4-c][1,2]oxazole), C1(CC1)[C@H]1C[C@@H]2[C@@](NOC2)(CO1)C1=C(C=C(C=C1)F)F (rel-(3aR,5R,7aS)-5-cyclopropyl-7a-(2,4-difluorophenyl)hexahydro-1H-pyrano[3,4-c][1,2]oxazole). Yields the product C1(CC1)[C@H]1C[C@@H]2[C@@](NO[C@H]2C)(CO1)C1=C(C=C(C=C1)F)F ((3S,3aR,5R,7aS)-5-cyclopropyl-7a-(2,4-difluorophenyl)-3-methylhexahydro-1H-pyrano[3,4-c][1,2]oxazole). As a reaction SMILES: [CH:1]1([C@@H:4]2[O:13][CH2:12][C:7]3=[N:8][O:9][C@@H:10]([CH3:11])[C@@H:6]3[CH2:5]2)[CH2:3][CH2:2]1.C1([C@@H]2OC[C@]3([C:26]4[CH:31]=[CH:30][C:29]([F:32])=[CH:28][C:27]=4[F:33])NOC[C@@H]3C2)CC1>>[CH:1]1([C@@H:4]2[O:13][CH2:12][C@:7]3([C:26]4[CH:31]=[CH:30][C:29]([F:32])=[CH:28][C:27]=4[F:33])[NH:8][O:9][C@@H:10]([CH3:11])[C@@H:6]3[CH2:5]2)[CH2:2][CH2:3]1. Reported procedure: (3S,3aR,5R)-5-Cyclopropyl-3-methyl-3,3a,4,5-tetrahydro-7H-pyrano[3,4-c][1,2]oxazole (C27) was converted to the product according to the method described for synthesis of rel-(3aR,5R,7aS)-5-cyclopropyl-7a-(2,4-difluorophenyl)hexahydro-1H-pyrano[3,4-c][1,2]oxazole (C19) in Example 2. The product was obtained as a gum. Yield: 60 mg, 0.20 mmol, 40%. 1H NMR (400 MHz, CDCl3) δ 7.99 (ddd, J=9.2, 9.0, 6.8 Hz, 1H), 6.90 (dddd, J=8.9, 7.9, 2.6, 1.0 Hz, 1H), 6.79 (ddd, J=11.9, 8.7, 2.5 Hz, 1H), 6.31 (br s,... The reactants are CC(C)C(NC(=O)OC(C)(C)C)C(=O)O, O=C([O-])O, CCCC[N+](CCCC)(CCCC)CCCC, O=C(CCCBr)OCc1ccccc1, [Na+], C1COCCO1, [OH-]. The product is CC(C)C(NC(=O)OC(C)(C)C)C(=O)OCCCC(=O)OCc1ccccc1. RXN SMILES: [C:1](=[O:2])([O:3][C:4]([CH3:5])([CH3:6])[CH3:7])[NH:8][CH:9]([CH:10]([CH3:11])[CH3:12])[C:13](=[O:14])[OH:15].[C:48](=[O:49])([OH:50])[O-:51].[CH2:17]([N+:18]([CH2:19][CH2:20][CH2:21][CH3:22])([CH2:23][CH2:24][CH2:25][CH3:26])[CH2:27][CH2:28][CH2:29][CH3:30])[CH2:31][CH2:32][CH3:33].[CH2:34]([c:35]1[cH:36][cH:37][cH:38][cH:39][cH:40]1)[O:41][C:42]([CH2:43][CH2:44][CH2:45][Br:46])=[O:47].[Na+:52].[O:53]1[CH2:54][CH2:55][O:56][CH2:57][CH2:58]1.[OH-:16]>>[C:1](=[O:2])([O:3][C:4]([CH3:5])([CH3:6])[CH3:7])[NH:8][CH:9]([CH:10]([CH3:11])[CH3:12])[C:13]([O:14][CH2:45][CH2:44][CH2:43][C:42]([O:41][CH2:34][c:35]1[cH:36][cH:37][cH:38][cH:39][cH:40]1)=[O:47])=[O:15]. The reactants are Brc1ccccn1, C1CCOC1, CO, CCOC(C)=O, [Li]CCCC, O, O=Cc1ccc2occc2c1. The product is OC(c1ccc2occc2c1)c1ccccn1. Reaction SMILES: [Br:1][c:2]1[cH:3][cH:4][cH:5][cH:6][n:7]1.[CH2:26]1[O:27][CH2:28][CH2:29][CH2:30]1.[CH3:24][OH:25].[CH3:31][CH2:32][O:33][C:34]([CH3:35])=[O:36].[CH3:8][CH2:9][CH2:10][CH2:11][Li:12].[OH2:37].[o:13]1[cH:14][cH:15][c:16]2[c:17]1[cH:18][cH:19][c:20]([CH:22]=[O:23])[cH:21]2>>[c:2]1([CH:22]([c:20]2[cH:19][cH:18][c:17]3[o:13][cH:14][cH:15][c:16]3[cH:21]2)[OH:23])[cH:3][cH:4][cH:5][cH:6][n:7]1.